From a dataset of the Open Reaction Database (ORD), a public repository of structured organic reaction records. describe an organic reaction: reactants, conditions, products, and yield The reactants are C(C)C1=CC=2C3C(NC2C=C1)CCN(C3)C (8-Ethyl-2-methyl-2,3,4,4a,5,9b-hexahydro-1H-pyrido[4,3-b]indole), P(=O)([O-])([O-])[O-].[K+].[K+].[K+] (potassium phosphate), N1[C@H](C(=O)O)CCC1 (L-proline), BrC=C(C)C1=CC=NC=C1 (4-(1-bromoprop-1-en-2-yl)pyridine). Reagents/catalysts: [Cu]I (copper (I) iodide). Solvent: CN(C)C=O (DMF). Product: C(C)C1=CC=2C3=C(N(C2C=C1)\C=C(/C)\C1=CC=NC=C1)CCN(C3)C ((E)-8-ethyl-2-methyl-5-(2-(pyridin-4-yl)prop-1-enyl)-2,3,4,5-tetrahydro-1H-pyrido[4,3-b]indole). As a reaction SMILES: [CH2:1]([C:3]1[CH:11]=[CH:10][C:9]2[NH:8][CH:7]3[CH2:12][CH2:13][N:14]([CH3:16])[CH2:15][CH:6]3[C:5]=2[CH:4]=1)[CH3:2].P([O-])([O-])([O-])=O.[K+].[K+].[K+].N1CCC[C@H]1C(O)=O.Br[CH:34]=[C:35]([C:37]1[CH:42]=[CH:41][N:40]=[CH:39][CH:38]=1)[CH3:36]>CN(C=O)C.[Cu]I>[CH2:1]([C:3]1[CH:11]=[CH:10][C:9]2[N:8](/[CH:34]=[C:35](/[C:37]3[CH:42]=[CH:41][N:40]=[CH:39][CH:38]=3)\[CH3:36])[C:7]3[CH2:12][CH2:13][N:14]([CH3:16])[CH2:15][C:6]=3[C:5]=2[CH:4]=1)[CH3:2] |f:1.2.3.4|. Procedure details: 8-Ethyl-2-methyl-2,3,4,4a,5,9b-hexahydro-1H-pyrido[4,3-b]indole (200 mg, 0.9345 mmol), potassium phosphate (396 mg, 1.8 mmol), copper (I) iodide (21 mg, 0.18 mmol), L-proline (17 mg, 0.09345 mmol) and 4-(1-bromoprop-1-en-2-yl)pyridine (277 mg, 1.40 mmol) were mixed in DMF and the reaction mixture was purged with nitrogen. The contents were cooled to RT and poured into water. The precipitate obtained was filtered, dried and purified by HPLC. 1H NMR (CD3OD, TFA salt) δ (ppm): 8.58 (d, 2H), 7.70 (d...